From a dataset of the Open Reaction Database (ORD), a public repository of structured organic reaction records. describe an organic reaction: reactants, conditions, products, and yield Reactants: Compound 93, C(C)(=O)C1=NC=CC=C1 (2-Acetylpyridine), [OH-].[K+] (KOH), [NH4+].[OH-] (NH4OH), C(C)O (ethyl alcohol). Yields the product N1=C(C=CC=C1)C1=NC=CC=C1C1=NC=CC=C1 (ter-pyridine), 94. The yield is 65.0%. Reaction SMILES: [C:1]([C:4]1[CH:9]=[CH:8][CH:7]=[CH:6][N:5]=1)(=O)[CH3:2].[OH-].[K+].[NH4+:12].[OH-].[CH2:14](O)[CH3:15]>>[N:12]1[CH:8]=[CH:7][CH:6]=[CH:2][C:1]=1[C:4]1[C:9]([C:15]2[CH:14]=[CH:2][CH:1]=[CH:4][N:5]=2)=[CH:8][CH:7]=[CH:6][N:5]=1 |f:1.2,3.4|. Procedure: 6-(2-(4-Iodophenyl)ethynyl)pyridine-3-ter-pyridine (Compound 94, Scheme 24) was prepared by stirring a mixture of Compound 93 (500 mg, 1.5 mmol), 2-Acetylpyridine (550 mg, 4.5 mmol), KOH 85% (360 mg, 4.5 mmol, and NH4OH 29% (7.5 ml, 6 mmol) in anhydrous ethyl alcohol (25 ml) and reflux for 14 hours. Thereafter the crude solid was collected by filtration, and washed with cold EtOH to produce the ter-pyridine Compound 94 as a brownish solid (65% yield). Starting materials: CC(C)(C)[Si](C)(C)OC1CC(n2ccc3c(NC(=O)c4ccccc4)ncnc32)OC1CO, NS(=O)(=O)Cl. The product is CC(C)(C)[Si](C)(C)OC1CC(n2ccc3c(NC(=O)c4ccccc4)ncnc32)OC1COS(N)(=O)=O. As a reaction SMILES: [C:1]([CH3:2])([CH3:3])([CH3:4])[Si:5]([O:6][CH:7]1[CH2:8][CH:9]([n:14]2[cH:15][cH:16][c:17]3[c:18]2[n:19][cH:20][n:21][c:22]3[NH:23][C:24]([c:25]2[cH:26][cH:27][cH:28][cH:29][cH:30]2)=[O:31])[O:10][CH:11]1[CH2:12][OH:13])([CH3:32])[CH3:33].[Cl:34][S:35](=[O:36])(=[O:37])[NH2:38]>>[C:1]([CH3:2])([CH3:3])([CH3:4])[Si:5]([O:6][CH:7]1[CH2:8][CH:9]([n:14]2[cH:15][cH:16][c:17]3[c:18]2[n:19][cH:20][n:21][c:22]3[NH:23][C:24]([c:25]2[cH:26][cH:27][cH:28][cH:29][cH:30]2)=[O:31])[O:10][CH:11]1[CH2:12][O:13][S:35](=[O:36])(=[O:37])[NH2:38])([CH3:32])[CH3:33]. Starting materials: CS(=O)(=O)Oc1ccc(-c2c3ccccc3c(Cl)c3sc4ccccc4c23)cc1, Cl, [Na+], C1COCCO1, [OH-], O. The product is Oc1ccc(-c2c3ccccc3c(Cl)c3sc4ccccc4c23)cc1. RXN SMILES: [Cl:1][c:2]1[c:3]2[cH:4][cH:5][cH:6][cH:7][c:8]2[c:9](-[c:19]2[cH:20][cH:21][c:22]([O:25][S:26]([CH3:27])(=[O:28])=[O:29])[cH:23][cH:24]2)[c:10]2[c:11]3[c:12]([s:13][c:14]12)[cH:15][cH:16][cH:17][cH:18]3.[ClH:33].[Na+:31].[O:34]1[CH2:35][CH2:36][O:37][CH2:38][CH2:39]1.[OH-:30].[OH2:32]>>[Cl:1][c:2]1[c:3]2[cH:4][cH:5][cH:6][cH:7][c:8]2[c:9](-[c:19]2[cH:20][cH:21][c:22]([OH:25])[cH:23][cH:24]2)[c:10]2[c:11]3[c:12]([s:13][c:14]12)[cH:15][cH:16][cH:17][cH:18]3. Starting materials: Brc1ccncc1, COC(=O)c1ccc([Sn](C)(C)C)c2ccccc12, Cl, [Cu]I, [K+], [OH-], Cl[Pd]Cl, c1ccc(P(c2ccccc2)c2ccccc2)cc1, c1ccc(P(c2ccccc2)c2ccccc2)cc1. The product is COC(=O)c1ccc(-c2ccncc2)c2ccccc12. As a reaction SMILES: [Br:19][c:20]1[cH:21][cH:22][n:23][cH:24][cH:25]1.[CH3:1][Sn:2]([c:3]1[cH:4][cH:5][c:6]([C:13](=[O:14])[O:15][CH3:16])[c:7]2[cH:8][cH:9][cH:10][cH:11][c:12]12)([CH3:17])[CH3:18].[ClH:26].[Cu:29][I:30].[K+:28].[OH-:27].[Pd:31]([Cl:32])[Cl:33].[c:34]1([P:35]([c:36]2[cH:37][cH:38][cH:39][cH:40][cH:41]2)[c:42]2[cH:43][cH:44][cH:45][cH:46][cH:47]2)[cH:48][cH:49][cH:50][cH:51][cH:52]1.[c:53]1([P:54]([c:55]2[cH:56][cH:57][cH:58][cH:59][cH:60]2)[c:61]2[cH:62][cH:63][cH:64][cH:65][cH:66]2)[cH:67][cH:68][cH:69][cH:70][cH:71]1>>[c:3]1(-[c:20]2[cH:21][cH:22][n:23][cH:24][cH:25]2)[cH:4][cH:5][c:6]([C:13](=[O:14])[O:15][CH3:16])[c:7]2[cH:8][cH:9][cH:10][cH:11][c:12]12. Reactants: aqueous solution, [OH-].[Na+] (sodium hydroxide), N(=[N+]=[N-])CCCCOC1=CC=C(/C=C/C2=NC=3N(C(N(C(C3N2C)=O)CC)=O)CC)C=C1 ((E)-8-[4-(4-Azidobutoxy)styryl] -1,3-diethyl-7-methylxanthine), C1(=CC=CC=C1)P(C1=CC=CC=C1)C1=CC=CC=C1 (triphenylphosphine), O (Water). The solvent is O1CCCC1 (tetrahydrofuran). Yields the product NCCCCOC1=CC=C(/C=C/C2=NC=3N(C(N(C(C3N2C)=O)CC)=O)CC)C=C1 ((E)-8-[4-(4-Aminobutoxy)styryl]-1,3-diethyl-7-methylxanthine). As a reaction SMILES: [N:1]([CH2:4][CH2:5][CH2:6][CH2:7][O:8][C:9]1[CH:32]=[CH:31][C:12](/[CH:13]=[CH:14]/[C:15]2[N:23]([CH3:24])[C:22]3[C:21](=[O:25])[N:20]([CH2:26][CH3:27])[C:19](=[O:28])[N:18]([CH2:29][CH3:30])[C:17]=3[N:16]=2)=[CH:11][CH:10]=1)=[N+]=[N-].C1(P(C2C=CC=CC=2)C2C=CC=CC=2)C=CC=CC=1.O.[OH-].[Na+]>O1CCCC1>[NH2:1][CH2:4][CH2:5][CH2:6][CH2:7][O:8][C:9]1[CH:10]=[CH:11][C:12](/[CH:13]=[CH:14]/[C:15]2[N:23]([CH3:24])[C:22]3[C:21](=[O:25])[N:20]([CH2:26][CH3:27])[C:19](=[O:28])[N:18]([CH2:29][CH3:30])[C:17]=3[N:16]=2)=[CH:31][CH:32]=1 |f:3.4|. Procedure: Compound 178 (75 mg, 0.17 mmol) obtained in Reference Example 117 was dissolved in 7.5 ml of tetrahydrofuran. To the solution was added 90 mg (0.34 mmol) of triphenylphosphine, and the mixture was heated under reflux for 3 hours. Water (5 ml) was added thereto and the mixture was heated under reflux for further one hour. After cooling, a 2N aqueous solution of sodium hydroxide was added thereto, and the mixture was extracted with chloroform and dried over anhydrous sodium sulfate, followed by ev... Reactants: CC(C)([O-])C.[K+] (potassium tert.-butoxide), CN(C)P(=O)(N(C)C)N(C)C (hexamethylphosphorotriamide), CC(C)([O-])C.[K+] (potassium tert.-butoxide), ClCCCSCC1=NC=CN=C1 (pyrazinylmethyl 3-chloropropyl sulphide), O (water). The solvent is O1CCCC1 (tetrahydrofuran), O1CCCC1 (tetrahydrofuran), C(C)OCC (diethyl ether). Conditions: time 30 minute. Product: N1=C(C=NC=C1)C1SCCC1 (2-Pyrazinyltetrahydrothiophen). Yield: 40.3%. RXN SMILES: Cl[CH2:2][CH2:3][CH2:4][S:5][CH2:6][C:7]1[CH:12]=[N:11][CH:10]=[CH:9][N:8]=1.CC(C)([O-])C.[K+].CN(P(N(C)C)(N(C)C)=O)C.O>O1CCCC1.C(OCC)C>[N:8]1[CH:9]=[CH:10][N:11]=[CH:12][C:7]=1[CH:6]1[CH2:2][CH2:3][CH2:4][S:5]1 |f:1.2|. Procedure: A solution of pyrazinylmethyl 3-chloropropyl sulphide (59 g) in anhydrous tetrahydrofuran (75 cc) is added dropwise, in the course of 15 minutes and whilst keeping the temperature below 30° C., to a solution of potassium tert.-butoxide (51 g) in a mixture of anhydrous hexamethylphosphorotriamide (75 cc) and anhydrous tetrahydrofuran (400 cc). After stirring for 30 minutes at the same temperature, potassium tert.-butoxide (10 g) is added and stirring is continued for 30 minutes. The reaction mixt... The product is CS(=O)(=O)c1ccc(C(=O)NC2CCC(CCN3CCN(c4nccc5c4OCC5)CC3)CC2)s1. The reactants are CS(=O)(=O)c1ccc(C(=O)O)s1, Cl, Cl, Cl, NC1CCC(CCN2CCN(c3nccc4c3OCC4)CC2)CC1. As a reaction SMILES: [CH3:28][S:29](=[O:30])(=[O:31])[c:32]1[cH:33][cH:34][c:35]([C:37](=[O:38])[OH:39])[s:36]1.[ClH:1].[ClH:2].[ClH:3].[O:4]1[CH2:5][CH2:6][c:7]2[c:8]1[c:9]([N:13]1[CH2:14][CH2:15][N:16]([CH2:19][CH2:20][CH:21]3[CH2:22][CH2:23][CH:24]([NH2:27])[CH2:25][CH2:26]3)[CH2:17][CH2:18]1)[n:10][cH:11][cH:12]2>>[O:4]1[CH2:5][CH2:6][c:7]2[c:8]1[c:9]([N:13]1[CH2:14][CH2:15][N:16]([CH2:19][CH2:20][CH:21]3[CH2:22][CH2:23][CH:24]([NH:27][C:37]([c:35]4[cH:34][cH:33][c:32]([S:29]([CH3:28])(=[O:30])=[O:31])[s:36]4)=[O:38])[CH2:25][CH2:26]3)[CH2:17][CH2:18]1)[n:10][cH:11][cH:12]2. Starting materials: CO, O=C1NCCc2ccc([N+](=O)[O-])cc21. Yields the product Nc1ccc2c(c1)C(=O)NCC2. As a reaction SMILES: [CH3:15][OH:16].[N+:1]([O-:2])(=[O:3])[c:4]1[cH:5][cH:6][c:7]2[c:12]([cH:13]1)[C:11](=[O:14])[NH:10][CH2:9][CH2:8]2>>[NH2:1][c:4]1[cH:5][cH:6][c:7]2[c:12]([cH:13]1)[C:11](=[O:14])[NH:10][CH2:9][CH2:8]2.